From a dataset of the Open Reaction Database (ORD), a public repository of structured organic reaction records. describe an organic reaction: reactants, conditions, products, and yield As a reaction SMILES: [CH3:1][O:2][C:3](=[O:18])[CH2:4][CH2:5][CH2:6][C:7]#[C:8][CH2:9][CH:10]1[C:15](=[O:16])[CH2:14][CH2:13][CH2:12][C:11]1=[O:17].[Cl:19]OC(C)(C)C>C(Cl)(Cl)Cl>[CH3:1][O:2][C:3](=[O:18])[CH2:4][CH2:5][CH2:6][C:7]#[C:8][CH2:9][C:10]1([Cl:19])[C:15](=[O:16])[CH2:14][CH2:13][CH2:12][C:11]1=[O:17]. The product is COC(CCCC#CCC1(C(CCCC1=O)=O)Cl)=O (7-(1-chloro-2,6-dioxocyclohexyl)-5-heptynoic acid methyl ester). Procedure details: 7-(2,6-Dioxocyclohexyl)-5-heptynoic acid methyl ester (21.0 g), prepared as described in Example 13, is dissolved in chloroform (300 ml) cooled to 20° C and t-butyl hypochlorite (9.5 g) in chloroform (10 ml) is added to the well stirred solution over a period of 15 minutes. The mixture is stirred for another 30 minutes and allowed to warm up to room temperature. Removal of the solvent affords 7-(1-chloro-2,6-dioxocyclohexyl)-5-heptynoic acid methyl ester, γmaxFilm 1730, 1720. Run in C(Cl)(Cl)Cl (chloroform), C(Cl)(Cl)Cl (chloroform). Conditions: temperature 20 celsius, time 15 minute. Reactants: COC(CCCC#CCC1C(CCCC1=O)=O)=O (7-(2,6-Dioxocyclohexyl)-5-heptynoic acid methyl ester), ClOC(C)(C)C (t-butyl hypochlorite). The reactants are Br.C1NCCC2=CC(=C(C=C12)O)O (1,2,3,4-tetrahydro-6,7-isoquinolinediol hydrobromide), [Si](C)(C)(C(C)(C)C)Cl (t-butyl dimethylsilyl chloride), O (water). Solvent: N1=CC=CC=C1 (pyridine). Yields the product CC(C)(C)[Si](OC=1C=C2CCNCC2=CC1O[Si](C)(C)C(C)(C)C)(C)C (6,7-Bis[[(1,1-dimethylethyl)dimethylsilyl]oxy]-1,2,3,4-tetrahydroisoquinoline). Yield: 100.0%. RXN SMILES: Br.[CH2:2]1[C:11]2[C:6](=[CH:7][C:8]([OH:13])=[C:9]([OH:12])[CH:10]=2)[CH2:5][CH2:4][NH:3]1.[Si:14](Cl)([C:17]([CH3:20])([CH3:19])[CH3:18])([CH3:16])[CH3:15].O>N1C=CC=CC=1>[CH3:18][C:17]([Si:14]([CH3:16])([CH3:15])[O:13][C:8]1[CH:7]=[C:6]2[C:11](=[CH:10][C:9]=1[O:12][Si:14]([C:17]([CH3:20])([CH3:19])[CH3:18])([CH3:16])[CH3:15])[CH2:2][NH:3][CH2:4][CH2:5]2)([CH3:20])[CH3:19] |f:0.1|. Procedure details: A mixture of 1.0 g of 1,2,3,4-tetrahydro-6,7-isoquinolinediol hydrobromide and 2.45 g of t-butyl dimethylsilyl chloride in 25.0 mL of pyridine is heated under reflux for 4.5 hours, cooled, poured into water and extracted with diethyl ether. The diethyl ether extract is washed with brine, dried, filtered. The filtrate is evaporated to yield a brown oil. This oil is purified by Kugelrohr distillation to yield 1.6 g of the desired product as a yellow solid, b.p. 155° C., 350 torr. Starting materials: C(C)(C)(C)OC(CCC(CCC(=O)OC(C)(C)C)(CCC(=O)OC(C)(C)C)NC(C)=O)=O (4-Acetylamino-4-(2-tert-butoxycarbonyl-ethyl)-heptanedioic acid di-tert-butyl ester). The solvent is C(=O)O (formic acid). Conditions: time 4 hour. The product is C(C)(=O)NC(CCC(=O)O)(CCC(=O)O)CCC(=O)O (4-Acetylamino-4-(2-carboxy-ethyl)-heptanedioic acid). The yield is 93.0%. As a reaction SMILES: C([O:5][C:6](=[O:32])[CH2:7][CH2:8][C:9]([NH:28][C:29](=[O:31])[CH3:30])([CH2:19][CH2:20][C:21]([O:23]C(C)(C)C)=[O:22])[CH2:10][CH2:11][C:12]([O:14]C(C)(C)C)=[O:13])(C)(C)C>C(O)=O>[C:29]([NH:28][C:9]([CH2:10][CH2:11][C:12]([OH:14])=[O:13])([CH2:19][CH2:20][C:21]([OH:23])=[O:22])[CH2:8][CH2:7][C:6]([OH:32])=[O:5])(=[O:31])[CH3:30]. Reported procedure: 1.5 g of triester 63 (3.28 mmol) was added to 20 ml formic acid (96%) and stirred for 4 hours. After this time the formic acid was removed by azeotropic distillation with 5×20 ml portions of toluene. The crude residue was recrystallised from EtOH and petroleum spirit to give 0.9 g of off white crystals in 93% yield.